This data is from the Open Reaction Database (ORD), a public repository of structured organic reaction records. The task is: describe an organic reaction: reactants, conditions, products, and yield The reactants are ClC1=NN=CC2=CC(=CC=C12)C1=C(C=CC=C1)C (1-chloro-6-o-tolylphthalazine), ClC1=CC=C(C=C1)C1NCCOC1 (3-(4-chlorophenyl)morpholine), C(C)(C)N(CC)C(C)C (diisopropylethylamine), C(=O)([O-])[O-].[Na+].[Na+] (Na2CO3). Run in CN1CCCC1=O (NMP). Conditions: temperature 120 celsius, time 16 hour. The product is ClC1=CC=C(C=C1)C1COCCN1C1=NN=CC2=CC(=CC=C12)C1=C(C=CC=C1)C (1-(3-(4-chlorophenyl)morpholino)-6-o-tolylphthalazine). As a reaction SMILES: Cl[C:2]1[C:11]2[C:6](=[CH:7][C:8]([C:12]3[CH:17]=[CH:16][CH:15]=[CH:14][C:13]=3[CH3:18])=[CH:9][CH:10]=2)[CH:5]=[N:4][N:3]=1.[Cl:19][C:20]1[CH:25]=[CH:24][C:23]([CH:26]2[CH2:31][O:30][CH2:29][CH2:28][NH:27]2)=[CH:22][CH:21]=1.C(N(C(C)C)CC)(C)C.C([O-])([O-])=O.[Na+].[Na+]>CN1C(=O)CCC1>[Cl:19][C:20]1[CH:21]=[CH:22][C:23]([CH:26]2[N:27]([C:2]3[C:11]4[C:6](=[CH:7][C:8]([C:12]5[CH:17]=[CH:16][CH:15]=[CH:14][C:13]=5[CH3:18])=[CH:9][CH:10]=4)[CH:5]=[N:4][N:3]=3)[CH2:28][CH2:29][O:30][CH2:31]2)=[CH:24][CH:25]=1 |f:3.4.5|. Procedure: A solution of 1-chloro-6-o-tolylphthalazine (0.100 g, 0.393 mmol) in NMP (2 mL) was treated with 3-(4-chlorophenyl)morpholine (0.155 g, 0.785 mmol) and diisopropylethylamine (0.219 mL, 1.26 mmol). The reaction solution was stirred at 120° C. in a sealed tube for 16 hours. After cooling to RT, the reaction solution was treated with saturated aqueous Na2CO3 (50 mL). The mixture was extracted with ethyl acetate (3×60 mL) and the combined organic phases were washed with brine. The organic solution w... Yields the product COC(=O)Nc1csc(CNC=O)n1. As a reaction SMILES: [C:27](=[O:28])([O-:29])[O-:30].[C:8]([CH3:10])([CH3:11])([O:12][C:13](=[O:9])[NH:15][CH2:16][c:17]1[s:18][cH:19][c:20]([NH:22][C:23](=[O:24])[O:25][CH3:26])[n:21]1)[CH3:14].[CH3:33][C:34](=[O:35])[OH:36].[CH:40]([OH:41])=[O:42].[Cl:37][CH2:38][Cl:39].[K+:31].[K+:32].[OH:1][C:2]([C:3]([F:4])([F:5])[F:6])=[O:7]>>[O:12]=[CH:13][NH:15][CH2:16][c:17]1[s:18][cH:19][c:20]([NH:22][C:23](=[O:24])[O:25][CH3:26])[n:21]1. Starting materials: O=C([O-])[O-], COC(=O)Nc1csc(CNC(=O)OC(C)(C)C)n1, CC(=O)O, O=CO, ClCCl, [K+], [K+], O=C(O)C(F)(F)F. The reactants are CO, COC(=O)c1sc2ncnc(Nc3cccnc3OC(C)C)c2c1C, Cl, [Na+], [OH-]. The product is Cc1c(C(=O)O)sc2ncnc(Nc3cccnc3OC(C)C)c12. RXN SMILES: [CH3:29][OH:30].[CH:1]([CH3:2])([CH3:3])[O:4][c:5]1[n:6][cH:7][cH:8][cH:9][c:10]1[NH:11][c:12]1[c:13]2[c:14]([n:15][cH:16][n:17]1)[s:18][c:19]([C:22](=[O:23])[O:24][CH3:25])[c:20]2[CH3:21].[ClH:28].[Na+:27].[OH-:26]>>[CH:1]([CH3:2])([CH3:3])[O:4][c:5]1[n:6][cH:7][cH:8][cH:9][c:10]1[NH:11][c:12]1[c:13]2[c:14]([n:15][cH:16][n:17]1)[s:18][c:19]([C:22](=[O:23])[OH:24])[c:20]2[CH3:21]. Starting materials: CC1=NC2=CC=C3C(=C2C=C1)O[C@H](CO3)COS(=O)(=O)C3=CC=C(C=C3)Br ([(2R)-8-methyl-2,3-dihydro[1,4]dioxino[2,3-f]quinolin-2-yl]methyl-4-bromobenzene sulfonate), N1CCNCC1 (piperazine), C([O-])(O)=O.[Na+] (sodium bicarbonate). The solvent is CS(=O)C (dimethylsulfoxide). Conditions: temperature 75 celsius. Product: CC1=NC2=CC=C3C(=C2C=C1)OC(CO3)CN3CCNCC3 (8-Methyl-2-piperazin-1-ylmethyl-2,3-dihydro-[1,4]dioxino[2,3-f]quinoline). Yield: 82.0%. Reaction SMILES: [CH3:1][C:2]1[CH:11]=[CH:10][C:9]2[C:4](=[CH:5][CH:6]=[C:7]3[O:15][CH2:14][C@H:13]([CH2:16]OS(C4C=CC(Br)=CC=4)(=O)=O)[O:12][C:8]3=2)[N:3]=1.[NH:28]1[CH2:33][CH2:32][NH:31][CH2:30][CH2:29]1.C(=O)(O)[O-].[Na+]>CS(C)=O>[CH3:1][C:2]1[CH:11]=[CH:10][C:9]2[C:4](=[CH:5][CH:6]=[C:7]3[O:15][CH2:14][CH:13]([CH2:16][N:28]4[CH2:33][CH2:32][NH:31][CH2:30][CH2:29]4)[O:12][C:8]3=2)[N:3]=1 |f:2.3|. Procedure: A mixture of [(2R)-8-methyl-2,3-dihydro[1,4]dioxino[2,3-f]quinolin-2-yl]methyl-4-bromobenzene sulfonate (1.35 g, 3 mmol) and piperazine (2.58 g, 30 mmol) in dimethylsulfoxide (16 mL) is heated at 75° C. under nitrogen for 1 hour, cooled and poured into saturated aqueous sodium bicarbonate. The mixture is extracted with ethyl acetate and the extracts are dried over anhydrous magnesium sulfate and evaporated to dryness. The residue is flash chromatographed on silica gel Merck-60 using a gradient o...